This data is from the Open Reaction Database (ORD), a public repository of structured organic reaction records. The task is: describe an organic reaction: reactants, conditions, products, and yield Reactants: C(C)NC(=O)NC=1SC(=NN1)C(F)(F)F (1-ethyl-3-(5-trifluoromethyl-1,3,4-thiadiazol-2-yl)urea), C(=O)(Cl)Cl (phosgene). The product is C(C)N1C(N=C2N(C1=O)N=C(S2)C(F)(F)F)=O (6-Ethyl-2-(trifluoromethyl)-5H-1,3,4-thiadiazolo[3,2-a]-s-triazine-5,7-(6H)-dione). As a reaction SMILES: [CH2:1]([NH:3][C:4]([NH:6][C:7]1[S:8][C:9]([C:12]([F:15])([F:14])[F:13])=[N:10][N:11]=1)=[O:5])[CH3:2].[C:16](Cl)(Cl)=[O:17]>>[CH2:1]([N:3]1[C:16](=[O:17])[N:11]2[N:10]=[C:9]([C:12]([F:14])([F:15])[F:13])[S:8][C:7]2=[N:6][C:4]1=[O:5])[CH3:2]. Procedure details: , and having a melting point of about 173°-175° C., from 1.9 g. of 1-ethyl-3-(5-trifluoromethyl-1,3,4-thiadiazol-2-yl)urea and phosgene. Starting materials: BrC=1C=C(C(=NC1)O)C(F)(F)F (5-bromo-3-(trifluoromethyl)pyridin-2-ol), OCCN(C(OC(C)(C)C)=O)C (tert-butyl 2-hydroxyethyl(methyl)carbamate), C1(=CC=CC=C1)P(C1=CC=CC=C1)C1=CC=CC=C1 (triphenylphosphine), N(=NC(=O)OC(C)C)C(=O)OC(C)C (diisopropyl azodicarboxylate). Solvent: O1CCOCC1 (1,4-dioxane). Conditions: temperature 20 celsius, time 1.5 hour. Yields the product BrC=1C=C(C(=NC1)OCCN(C(OC(C)(C)C)=O)C)C(F)(F)F (tert-Butyl 2-(5-bromo-3-(trifluoromethyl)pyridin-2-yloxy)ethyl(methyl)carbamate). Isolated yield 76.4%. As a reaction SMILES: [Br:1][C:2]1[CH:3]=[C:4]([C:9]([F:12])([F:11])[F:10])[C:5]([OH:8])=[N:6][CH:7]=1.O[CH2:14][CH2:15][N:16]([CH3:24])[C:17](=[O:23])[O:18][C:19]([CH3:22])([CH3:21])[CH3:20].C1(P(C2C=CC=CC=2)C2C=CC=CC=2)C=CC=CC=1.N(C(OC(C)C)=O)=NC(OC(C)C)=O>O1CCOCC1>[Br:1][C:2]1[CH:3]=[C:4]([C:9]([F:12])([F:10])[F:11])[C:5]([O:8][CH2:14][CH2:15][N:16]([CH3:24])[C:17](=[O:23])[O:18][C:19]([CH3:21])([CH3:20])[CH3:22])=[N:6][CH:7]=1. Procedure: To a suspension of 5-bromo-3-(trifluoromethyl)pyridin-2-ol (500 mg) in 1,4-dioxane (10 ml), tert-butyl 2-hydroxyethyl(methyl)carbamate (475 mg) and triphenylphosphine (684 mg) were added. Then diisopropyl azodicarboxylate (556 mg) was dropwised and stirred at 20° C. for 1.5 h. The mixture was evaporated off the solvent and purified by Biotage SNAP cartridge KP-Sil column (50 g, heptane:ethyl acetate=1:0, 5:1, 4:1, 3:1 to 2:1) to give 630 mg yellow oil as tert-butyl 2-(5-bromo-3-(trifluoromethyl)... The reactants are COc1cc(OC)nc(C2(C#N)OC(=O)c3c(Cl)ccc(Cl)c32)n1, CO, [Na+], [OH-], O. The product is COc1cc(OC)nc(C2(O)OC(=O)c3c(Cl)ccc(Cl)c32)n1. RXN SMILES: [C:1](#[N:2])[C:3]1([c:15]2[n:16][c:17]([O:23][CH3:24])[cH:18][c:19]([O:21][CH3:22])[n:20]2)[O:4][C:5](=[O:6])[c:7]2[c:8]([Cl:14])[cH:9][cH:10][c:11]([Cl:13])[c:12]21.[CH3:27][OH:28].[Na+:26].[OH-:25].[OH2:29]>>[C:3]1([c:15]2[n:16][c:17]([O:23][CH3:24])[cH:18][c:19]([O:21][CH3:22])[n:20]2)([OH:25])[O:4][C:5](=[O:6])[c:7]2[c:8]([Cl:14])[cH:9][cH:10][c:11]([Cl:13])[c:12]21. Reactants: O=C1C(Cc2c(Cl)cc(OCc3ccccc3)cc2Cl)CCN1C1CCc2cn[nH]c2C1, CS(=O)(=O)O, CSC. Product: O=C1C(Cc2c(Cl)cc(O)cc2Cl)CCN1C1CCc2cn[nH]c2C1. Reaction SMILES: [CH2:1]([c:2]1[cH:3][cH:4][cH:5][cH:6][cH:7]1)[O:8][c:9]1[cH:10][c:11]([Cl:32])[c:12]([CH2:13][CH:14]2[C:15](=[O:28])[N:16]([CH:19]3[CH2:20][CH2:21][c:22]4[cH:23][n:24][nH:25][c:26]4[CH2:27]3)[CH2:17][CH2:18]2)[c:29]([Cl:31])[cH:30]1.[CH3:33][S:34]([OH:35])(=[O:36])=[O:37].[CH3:38][S:39][CH3:40]>>[OH:8][c:9]1[cH:10][c:11]([Cl:32])[c:12]([CH2:13][CH:14]2[C:15](=[O:28])[N:16]([CH:19]3[CH2:20][CH2:21][c:22]4[cH:23][n:24][nH:25][c:26]4[CH2:27]3)[CH2:17][CH2:18]2)[c:29]([Cl:31])[cH:30]1. Reactants: C(C)(C)(C)C1=CC=C(C(=O)NC2=C(C(=O)NC3=CC=C4C=NN(C4=C3)C(=O)OC(C)(C)C)C=CC=C2)C=C1 (2-[(4-t-butylbenzoyl)amino]-N-(1-Boc-6-indazolyl)benzamide), C(=O)(C(F)(F)F)O (TFA). The solvent is C1(=CC=CC=C1)OC (anisole), ClCCl (dichloromethane). Conditions: time 30 minute. Yields the product C(C)(C)(C)C1=CC=C(C(=O)NC2=C(C(=O)NC3=CC=C4C=NNC4=C3)C=CC=C2)C=C1 (2-[(4-t-Butylbenzoyl)amino]-N-(6-indazolyl)benzamide). The yield is 77.1%. RXN SMILES: [C:1]([C:5]1[CH:38]=[CH:37][C:8]([C:9]([NH:11][C:12]2[CH:36]=[CH:35][CH:34]=[CH:33][C:13]=2[C:14]([NH:16][C:17]2[CH:25]=[C:24]3[C:20]([CH:21]=[N:22][N:23]3C(OC(C)(C)C)=O)=[CH:19][CH:18]=2)=[O:15])=[O:10])=[CH:7][CH:6]=1)([CH3:4])([CH3:3])[CH3:2].C(O)(C(F)(F)F)=O>C1(OC)C=CC=CC=1.ClCCl>[C:1]([C:5]1[CH:38]=[CH:37][C:8]([C:9]([NH:11][C:12]2[CH:36]=[CH:35][CH:34]=[CH:33][C:13]=2[C:14]([NH:16][C:17]2[CH:25]=[C:24]3[C:20]([CH:21]=[N:22][NH:23]3)=[CH:19][CH:18]=2)=[O:15])=[O:10])=[CH:7][CH:6]=1)([CH3:4])([CH3:2])[CH3:3]. Procedure: To a stirring solution of 2-[(4-t-butylbenzoyl)amino]-N-(1-Boc-6-indazolyl)benzamide (200 mg, 0.39 mmol) in anisole (1 mL) and dichloromethane (10 mL) was added TFA (10 mL). After stirring for 30 min, the solvents were removed by rotary evaporation and the residue was partitioned between ethyl acetate and satd aq NaHCO3. The aqueous phase was removed and the organic phase was washed again with NaHCO3, followed by brine. The organic phase was then dried with MgSO4, filtered and concentrated in va... The reactants are ClC1=CC(=C(C=C1)N1N=CC(=C(C1=O)Cl)Cl)F (2-(4-chloro-2-fluorophenyl)-4,5-dichloro-3(2H)-pyridazinone), ClC1=CC=C(CO)C=C1 (p-chlorobenzyl alcohol), [OH-].[K+] (potassium hydroxide). Run in CN(C=O)C (N,N-dimethylformamide). Product: ClC=1C(N(N=CC1OCC1=CC=C(C=C1)Cl)C1=C(C=C(C=C1)Cl)F)=O (4-chloro-5-(4-chlorobenzyloxy)-2-(4-chloro-2-fluorophenyl)-3(2H)-pyridazinone). Yield: 68.4%. RXN SMILES: [Cl:1][C:2]1[CH:7]=[CH:6][C:5]([N:8]2[C:13](=[O:14])[C:12]([Cl:15])=[C:11](Cl)[CH:10]=[N:9]2)=[C:4]([F:17])[CH:3]=1.[Cl:18][C:19]1[CH:26]=[CH:25][C:22]([CH2:23][OH:24])=[CH:21][CH:20]=1.[OH-].[K+]>CN(C)C=O>[Cl:15][C:12]1[C:13](=[O:14])[N:8]([C:5]2[CH:6]=[CH:7][C:2]([Cl:1])=[CH:3][C:4]=2[F:17])[N:9]=[CH:10][C:11]=1[O:24][CH2:23][C:22]1[CH:25]=[CH:26][C:19]([Cl:18])=[CH:20][CH:21]=1 |f:2.3|. Reported procedure: In 30 m, of N,N-dimethylformamide were dissolved 1.0 g (3.4 m mol) of 2-(4-chloro-2-fluorophenyl)-4,5-dichloro-3(2H)-pyridazinone and 0.48 g (3.4 m mol) of p-chlorobenzyl alcohol, and thereto was added 0.22 g of powdery potassium hydroxide. Then, the procedures in Synthesis Example 2 were repeated to give 920 mg of the intended compound.